Dataset: the Open Reaction Database (ORD), a public repository of structured organic reaction records. Task: describe an organic reaction: reactants, conditions, products, and yield Starting materials: [H-].[Na+] (NaH), CCCCC (pentane), CCCCCC.CCOC(=O)C (hexane EtOAc), ClC=1C=C(C=CC1Cl)C(CNC(C1=CC=CC=C1)=O)C=C (N-[2-(3,4-dichlorophenyl)-3-butenyl] benzamide). The solvent is CCCCCC (hexane), C1CCOC1 (THF). Run at temperature 23 celsius, time 20 minute. Yields the product ClC=1C=C(C=CC1Cl)C(CN(C(C1=CC=CC=C1)=O)C)C=C (N-[2-(3,4-dichlorophenyl)-3-butenyl]-N-methyl benzamide). Yield: 99.0%. RXN SMILES: [H-].[Na+].[CH3:3]CCCC.[Cl:8][C:9]1[CH:10]=[C:11]([CH:16]([CH:27]=[CH2:28])[CH2:17][NH:18][C:19](=[O:26])[C:20]2[CH:25]=[CH:24][CH:23]=[CH:22][CH:21]=2)[CH:12]=[CH:13][C:14]=1[Cl:15].CCCCCC.CCOC(C)=O>CCCCCC.C1COCC1>[Cl:8][C:9]1[CH:10]=[C:11]([CH:16]([CH:27]=[CH2:28])[CH2:17][N:18]([CH3:3])[C:19](=[O:26])[C:20]2[CH:21]=[CH:22][CH:23]=[CH:24][CH:25]=2)[CH:12]=[CH:13][C:14]=1[Cl:15] |f:0.1,4.5|. Procedure details: Wash a suspension of NaH (312 mg of 60% in mineral oil, 7.81 mmol, 1.25 eq) in hexane with dry pentane (2×100 mL), suspend in dry THF (30 mL) and treat with the product of step 7 (2.0 g, 6.25 mmol) at 23° C. Stir the resulting yellow suspension for 20 min at 23° C., then add CH3 l (777 μL, 12.5 mmol, 2.0 eq). After 1 h, pour the mixture onto a pad of silica gel packed with hexane:EtOAc (1:1) (500 mL) and concentrate the filtrate to give 2.1 g (6.25 mmol, >99%) of N-[2-(3,4-dichlorophenyl)-3-bute... Reactants: O=C1C=COC=C1 (4-oxo-1H-pyran), FC(OC=1C=C(CN)C=CC1)(F)F (3-trifluoromethoxybenzylamine), [OH-].[Na+] (sodium hydroxide), C(C)(=O)O[BH-](OC(C)=O)OC(C)=O.[Na+] (Sodium (triacetoxy)borohydride). Solvent: C(Cl)(Cl)Cl (chloroform). Reaction conditions: time 30 minute. The product is FC(OC=1C=C(CNC2CCOCC2)C=CC1)(F)F (N-[3-(Trifluoromethoxy)benzyl]tetrahydro-2H-pyran-4-amine). The yield is 82.2%. As a reaction SMILES: O=[C:2]1[CH:7]=[CH:6][O:5][CH:4]=[CH:3]1.[F:8][C:9]([F:20])([F:19])[O:10][C:11]1[CH:12]=[C:13]([CH:16]=[CH:17][CH:18]=1)[CH2:14][NH2:15].C(O[BH-](OC(=O)C)OC(=O)C)(=O)C.[Na+].[OH-].[Na+]>C(Cl)(Cl)Cl>[F:8][C:9]([F:19])([F:20])[O:10][C:11]1[CH:12]=[C:13]([CH:16]=[CH:17][CH:18]=1)[CH2:14][NH:15][CH:2]1[CH2:7][CH2:6][O:5][CH2:4][CH2:3]1 |f:2.3,4.5|. Procedure details: To a solution of 4-oxo-1H-pyran (200 mg) in chloroform (2 mL), 3-trifluoromethoxybenzylamine (380 mg) was added and the resulting mixture was stirred at room temperature for 30 minutes. Sodium (triacetoxy)borohydride (850 mg) was added and the resulting mixture was stirred for an hour. To the reaction mixture, an aqueous solution of 6 M sodium hydroxide was added and extraction was conducted with ethyl acetate. The solvents were distilled off under reduced pressure and the resulting residue was ...